This data is from the Open Reaction Database (ORD), a public repository of structured organic reaction records. The task is: describe an organic reaction: reactants, conditions, products, and yield Reactants: C(=O)([O-])[O-].[Cs+].[Cs+] (Cs2CO3), ice NH4Cl, C(C)OC(C(C)(C)OC1=C(C=C(C=C1)O)C)=O (2-(4-hydroxy-2-methyl-phenoxy)-2-methyl-propionic acid ethyl ester), ClCC=1C(=NC(=CC1)C1=CC(=C(C=C1)C(F)(F)F)F)C (3-chloromethyl-6-(3-fluoro-4-trifluoromethyl-phenyl)-2-methyl-pyridine). The solvent is C(C)#N (acetonitrile). Reaction conditions: time 3 hour. Yields the product C(C)OC(C(C)(C)OC1=C(C=C(C=C1)OCC=1C(=NC(=CC1)C1=CC(=C(C=C1)C(F)(F)F)F)C)C)=O (2-{4-[6-(3-Fluoro-4-trifluoromethyl-phenyl)-2-methyl-pyridin-3-ylmethoxy]-2-methyl-phenoxy}-2-methyl-propionic acid ethyl ester). Isolated yield 74.3%. As a reaction SMILES: [CH2:1]([O:3][C:4](=[O:17])[C:5]([O:8][C:9]1[CH:14]=[CH:13][C:12]([OH:15])=[CH:11][C:10]=1[CH3:16])([CH3:7])[CH3:6])[CH3:2].Cl[CH2:19][C:20]1[C:21]([CH3:37])=[N:22][C:23]([C:26]2[CH:31]=[CH:30][C:29]([C:32]([F:35])([F:34])[F:33])=[C:28]([F:36])[CH:27]=2)=[CH:24][CH:25]=1.C([O-])([O-])=O.[Cs+].[Cs+]>C(#N)C>[CH2:1]([O:3][C:4](=[O:17])[C:5]([O:8][C:9]1[CH:14]=[CH:13][C:12]([O:15][CH2:19][C:20]2[C:21]([CH3:37])=[N:22][C:23]([C:26]3[CH:31]=[CH:30][C:29]([C:32]([F:34])([F:35])[F:33])=[C:28]([F:36])[CH:27]=3)=[CH:24][CH:25]=2)=[CH:11][C:10]=1[CH3:16])([CH3:6])[CH3:7])[CH3:2] |f:2.3.4|. Procedure: To 0.139 g (0.583 mmol) of 2-(4-hydroxy-2-methyl-phenoxy)-2-methyl-propionic acid ethyl ester (described in WO 02/092590) and 0.177 g (0.583 mmol) of 3-chloromethyl-6-(3-fluoro-4-trifluoromethyl-phenyl)-2-methyl-pyridine (example 38C]), dissolved in 3 ml of abs. acetonitrile, was added 0.228 g of Cs2CO3 (0.700 mmol). The reaction mixture was stirred during 3 h at ambient temperature. Pouring onto crashed ice/NH4Cl-solution, twofold extraction with AcOEt, washing with water and brine, drying over...